Task: describe an organic reaction: reactants, conditions, products, and yield. Dataset: the Open Reaction Database (ORD), a public repository of structured organic reaction records Reactants: C[C@](C=O)(CCCC)OC ((2R)-2-methyl-2-methoxyhexanal), C[Si](C#CB1C2CCCC1CCC2)(C)C (B-(2-(trimethylsilyl)ethynyl)-9-borabicyclo[3.3.1]nonane), C(O)CN (ethanolamine), C(C)OCC (ethyl ether). Run in CCCCC (pentane), CO (methanol). Run at time 72 hour. The product is CO[C@@]([C@H](C#C[Si](C)(C)C)O)(CCCC)C ((3S,4R)-4-methoxy-4-methyl-l-trimethylsilyl-1-octyn-3-ol). Yield: 51.0%. Reaction SMILES: [CH3:1][Si:2]([CH3:15])([CH3:14])[C:3]#[C:4]B1C2CCCC1CCC2.[CH3:16][C@@:17]([O:24][CH3:25])([CH2:20][CH2:21][CH2:22][CH3:23])[CH:18]=[O:19].C(OCC)C.C(CN)O>CCCCC.CO>[CH3:25][O:24][C@:17]([CH3:16])([CH2:20][CH2:21][CH2:22][CH3:23])[C@@H:18]([OH:19])[C:4]#[C:3][Si:2]([CH3:15])([CH3:14])[CH3:1]. Procedure details: Dissolve B-(2-(trimethylsilyl)ethynyl)-9-borabicyclo[3.3.1]nonane.tetrahydrofuran complex (2.13 g, 7.3 mmol) in pentane (25 mL) and add (2R)-2-methyl-2-methoxyhexanal (1.06 g, 7.3 mmol). Stir at room temperature for 72 hours. Remove the solvent under a positive nitrogen pressure to give a yellow solid. Add ethyl ether (30 mL) and methanol (500 μL). Cool to 0° C. and add, by dropwise addition, ethanolamine (440 μL, 7.3 mmol). Stir overnight, centrifuge the reaction mixture and separate the clear ... Starting materials: O=[N+]([O-])c1ccc2nc(Cl)ccc2c1, NC1CCc2ccccc21. Product: O=[N+]([O-])c1ccc2nc(NC3CCc4ccccc43)ccc2c1. Reaction SMILES: [Cl:1][c:2]1[n:3][c:4]2[cH:5][cH:6][c:7]([N+:12](=[O:13])[O-:14])[cH:8][c:9]2[cH:10][cH:11]1.[NH2:15][CH:16]1[CH2:17][CH2:18][c:19]2[cH:20][cH:21][cH:22][cH:23][c:24]21>>[c:2]1([NH:15][CH:16]2[CH2:17][CH2:18][c:19]3[cH:20][cH:21][cH:22][cH:23][c:24]32)[n:3][c:4]2[cH:5][cH:6][c:7]([N+:12](=[O:13])[O-:14])[cH:8][c:9]2[cH:10][cH:11]1. Reactants: [H-].[Na+] (sodium hydride), ClC=1C=CC2=C(SC=C2NC2=CC=NC=C2)C1 (6-Chloro-3-(4-pyridinylamino)benzo[b]thiophene), ice, S(=O)(=O)(OCC)OCC (diethyl sulfate), ice water. Solvent: CN(C=O)C (dimethylformamide). The product is Cl.ClC=1C=CC2=C(SC=C2N(C2=CC=NC=C2)CC)C1 (6-Chloro-3-(ethyl-4-pyridinylamino)benzo[b]thiophene hydrochloride). Yield: 267.3%. RXN SMILES: [Cl:1][C:2]1[CH:3]=[CH:4][C:5]2[C:9]([NH:10][C:11]3[CH:16]=[CH:15][N:14]=[CH:13][CH:12]=3)=[CH:8][S:7][C:6]=2[CH:17]=1.[H-].[Na+].S(OCC)(O[CH2:24][CH3:25])(=O)=O>CN(C)C=O>[ClH:1].[Cl:1][C:2]1[CH:3]=[CH:4][C:5]2[C:9]([N:10]([CH2:24][CH3:25])[C:11]3[CH:16]=[CH:15][N:14]=[CH:13][CH:12]=3)=[CH:8][S:7][C:6]=2[CH:17]=1 |f:1.2,5.6|. Reported procedure: 6-Chloro-3-(4-pyridinylamino)benzo[b]thiophene (3 g, 11.5 mmol) was added portionwise as a powder to an ice-cooled suspension of sodium hydride (60% oil dispersion, 0.7 g, 17.5 mmol, washed with heptane) in 25 mL of dimethylformamide. After the anion formation was completed, diethyl sulfate (1.8 g, 11.7 mmol) was added. After one hour the reaction mixture was poured into ice-water and extracted with ether. The organic extract was washed with water and saturated sodium chloride solution, and drie... The reactants are NCCC(=O)OCC.Cl (βAla-OEt.HCl), N([C@@H](CC(C)C)C(=O)N[C@H](CC1=CNC2=CC=CC=C12)C(=O)NN)C(=O)OC(C)(C)C (Boc-Leu-DTrp-NHNH2), HCl 14,-dioxane, N(=O)OCCC(C)C (isoamyl nitrite). The solvent is CN(C)C=O (DMF), TEA, CN(C)C=O (DMF). Reaction conditions: temperature -20 celsius, time 1.5 hour. Yields the product N([C@@H](CC(C)C)C(=O)N[C@H](CC1=CNC2=CC=CC=C12)C(=O)NCCC(=O)OCC)C(=O)OC(C)(C)C (Boc-Leu-DTrp-βAla-OEt). Isolated yield 87.8%. RXN SMILES: [NH:1]([C:25]([O:27][C:28]([CH3:31])([CH3:30])[CH3:29])=[O:26])[C@H:2]([C:7]([NH:9][C@@H:10]([C:21]([NH:23]N)=[O:22])[CH2:11][C:12]1[C:20]2[C:15](=[CH:16][CH:17]=[CH:18][CH:19]=2)[NH:14][CH:13]=1)=[O:8])[CH2:3][CH:4]([CH3:6])[CH3:5].N(OCCC(C)C)=O.N[CH2:41][CH2:42][C:43]([O:45][CH2:46][CH3:47])=[O:44].Cl>CN(C=O)C>[NH:1]([C:25]([O:27][C:28]([CH3:31])([CH3:30])[CH3:29])=[O:26])[C@H:2]([C:7]([NH:9][C@@H:10]([C:21]([NH:23][CH2:41][CH2:42][C:43]([O:45][CH2:46][CH3:47])=[O:44])=[O:22])[CH2:11][C:12]1[C:20]2[C:15](=[CH:16][CH:17]=[CH:18][CH:19]=2)[NH:14][CH:13]=1)=[O:8])[CH2:3][CH:4]([CH3:6])[CH3:5] |f:2.3|. Procedure: To a solution of Boc-Leu-DTrp-NHNH2 (39 mg) obtained in Example 1-(2) in DMF (0.5 ml ) was added 3.1 M HCl/14,-dioxane (81 μl) at -60° C. The temperature of the solution was raised to -20° C. and isoamyl nitrite (15 μl) was added. The reaction mixture was stirred at -20° C. to -15° C. for 1.5 h and cooled at -60° C. A solution of βAla-OEt.HCl (17 mg) in DMF (0.5 ml) and TEA (50 μl) were added. The reaction mixture was stirred at 5° C. overnight and concentrated under reduced pressure. The residu... The reactants are solution, C[Si]([O-])(C)C.[Na+] (sodium trimethylsilanolate), solution, [Br-].[Zn+2].[Br-] (zinc bromide). Solvent: O1CCCC1 (tetrahydrofuran), O1CCCC1 (tetrahydrofuran). Yields the product C[Si]([O-])(C)C.[Zn+2].C[Si]([O-])(C)C (Zinc trimethylsilanolate). RXN SMILES: [Br-].[Zn+2:2].[Br-].[CH3:4][Si:5]([CH3:8])([CH3:7])[O-:6].[Na+]>O1CCCC1>[CH3:4][Si:5]([CH3:8])([CH3:7])[O-:6].[Zn+2:2].[CH3:4][Si:5]([CH3:8])([CH3:7])[O-:6] |f:0.1.2,3.4,6.7.8|. Reported procedure: 100 cm3 of a 0.5 M solution of zinc bromide in dry tetrahydrofuran were cooled to 0° C. and stirred under argon. To this solution were added, dropwise, 100 cm3 of a 1 M solution of sodium trimethylsilanolate in dry tetrahydrofuran. The mixture was allowed to warmup to ambient temperature and was stirred overnight. The mixture was filtered. The filtrate was used as a 0.25 M solution of zinc trimethylsilanolate in tetrahydrofuran.